Dataset: the Open Reaction Database (ORD), a public repository of structured organic reaction records. Task: describe an organic reaction: reactants, conditions, products, and yield The reactants are ClC1=C(C=CC(=C1)Cl)CN ((2,4-dichlorophenyl)methanamine), C(C)(C)(C)OC(=O)C1=C(C=CC=C1)C1=CC=C(C=C1)CN1C(=C(C2=CC(=CC=C12)C(=O)O)C)C (1-((2′-(tert-butoxycarbonyl)-[1,1′-biphenyl]-4-yl)methyl)-2,3-dimethyl-1H-indole-5-carboxylic acid). Yields the product ClC1=C(CNC(=O)C=2C=C3C(=C(N(C3=CC2)CC2=CC=C(C=C2)C=2C(=CC=CC2)C(=O)O)C)C)C=CC(=C1)Cl (4′-((5-((2,4-dichlorobenzyl)carbamoyl)-2,3-dimethyl-1H-indol-1-yl)methyl)-[1,1′-biphenyl]-2-carboxylic acid). RXN SMILES: [Cl:1][C:2]1[CH:7]=[C:6]([Cl:8])[CH:5]=[CH:4][C:3]=1[CH2:9][NH2:10].C([O:15][C:16]([C:18]1[CH:23]=[CH:22][CH:21]=[CH:20][C:19]=1[C:24]1[CH:29]=[CH:28][C:27]([CH2:30][N:31]2[C:39]3[C:34](=[CH:35][C:36]([C:40](O)=[O:41])=[CH:37][CH:38]=3)[C:33]([CH3:43])=[C:32]2[CH3:44])=[CH:26][CH:25]=1)=[O:17])(C)(C)C>>[Cl:1][C:2]1[CH:7]=[C:6]([Cl:8])[CH:5]=[CH:4][C:3]=1[CH2:9][NH:10][C:40]([C:36]1[CH:35]=[C:34]2[C:39](=[CH:38][CH:37]=1)[N:31]([CH2:30][C:27]1[CH:26]=[CH:25][C:24]([C:19]3[C:18]([C:16]([OH:17])=[O:15])=[CH:23][CH:22]=[CH:21][CH:20]=3)=[CH:29][CH:28]=1)[C:32]([CH3:44])=[C:33]2[CH3:43])=[O:41]. Reported procedure: The title compound was prepared following the same general protocol as described in Step 8-9, Example 1, using the (2,4-dichlorophenyl)methanamine and the 1-((2′-(tert-butoxycarbonyl)-[1,1′-biphenyl]-4-yl)methyl)-2,3-dimethyl-1H-indole-5-carboxylic acid. ESI-MS (m/z): 557/559 [M+H]+.